describe an organic reaction: reactants, conditions, products, and yield From a dataset of the Open Reaction Database (ORD), a public repository of structured organic reaction records. Reaction SMILES: [C:9]([c:10]1[cH:11][cH:12][cH:13][cH:14][cH:15]1)([c:16]1[cH:17][cH:18][cH:19][cH:20][cH:21]1)=[N:22][c:23]1[cH:24][c:25]([OH:30])[cH:26][cH:27][c:28]1[CH3:29].[CH3:57][c:58]1[c:59]([CH3:60])[cH:61][cH:62][cH:63][cH:64]1.[I:31][c:32]1[cH:33][cH:34][c:35]2[c:36]([CH:49]=[CH:50][c:51]3[cH:52][cH:53][cH:54][cH:55][cH:56]3)[n:37][n:38]([CH2:41][O:42][CH2:43][CH2:44][Si:45]([CH3:46])([CH3:47])[CH3:48])[c:39]2[cH:40]1.[K+:6].[K+:7].[K+:8].[P:1]([O-:2])([O-:3])([O-:4])=[O:5]>>[C:9]([c:10]1[cH:11][cH:12][cH:13][cH:14][cH:15]1)([c:16]1[cH:17][cH:18][cH:19][cH:20][cH:21]1)=[N:22][c:23]1[cH:24][c:25]([O:30][c:32]2[cH:33][cH:34][c:35]3[c:36]([CH:49]=[CH:50][c:51]4[cH:52][cH:53][cH:54][cH:55][cH:56]4)[n:37][n:38]([CH2:41][O:42][CH2:43][CH2:44][Si:45]([CH3:46])([CH3:47])[CH3:48])[c:39]3[cH:40]2)[cH:26][cH:27][c:28]1[CH3:29]. Product: Cc1ccc(Oc2ccc3c(C=Cc4ccccc4)nn(COCC[Si](C)(C)C)c3c2)cc1N=C(c1ccccc1)c1ccccc1. The reactants are Cc1ccc(O)cc1N=C(c1ccccc1)c1ccccc1, Cc1ccccc1C, C[Si](C)(C)CCOCn1nc(C=Cc2ccccc2)c2ccc(I)cc21, [K+], [K+], [K+], O=P([O-])([O-])[O-]. Yields the product CC(C)C(=O)OC=1C=CC(=CC1[C@H](CCN(C(C)C)C(C)C)C=2C=CC=CC2)CO.C(=C/C(=O)O)\C(=O)O (fesoterodine fumarate). Solvent: C1CCCCC1 (cyclohexane). Reactants: CC(C)C(=O)OC=1C=CC(=CC1[C@H](CCN(C(C)C)C(C)C)C=2C=CC=CC2)CO (fesoterodine), C(\C=C\C(=O)O)(=O)O (fumaric acid), CC(CC)=O (2-butanone), ( J ), fumarate salt. RXN SMILES: [CH3:1][CH:2]([C:4]([O:6][C:7]1[CH:8]=[CH:9][C:10]([CH2:29][OH:30])=[CH:11][C:12]=1[C@@H:13]([C:23]1[CH:24]=[CH:25][CH:26]=[CH:27][CH:28]=1)[CH2:14][CH2:15][N:16]([CH:20]([CH3:22])[CH3:21])[CH:17]([CH3:19])[CH3:18])=[O:5])[CH3:3].[C:31]([OH:38])(=[O:37])/[CH:32]=[CH:33]/[C:34]([OH:36])=[O:35].CC(=O)CC>C1CCCCC1>[CH3:3][CH:2]([C:4]([O:6][C:7]1[CH:8]=[CH:9][C:10]([CH2:29][OH:30])=[CH:11][C:12]=1[C@@H:13]([C:23]1[CH:28]=[CH:27][CH:26]=[CH:25][CH:24]=1)[CH2:14][CH2:15][N:16]([CH:20]([CH3:21])[CH3:22])[CH:17]([CH3:18])[CH3:19])=[O:5])[CH3:1].[CH:32](/[C:31]([OH:38])=[O:37])=[CH:33]\[C:34]([OH:36])=[O:35] |f:4.5|. Procedure details: The fesoterodine of formula (J) is converted into fumarate salt by reacting with fumaric acid in the presence of solvent such as 2-butanone and cyclohexane to obtain pure fesoterodine fumarate. The reactants are C(C#C)NC(=O)C=1C=C(C=CC1)S(=O)(=O)OC[C@@](C([C@@H](NC([C@@H](NC([C@@H](NC([C@@H](NC(CN1CCOCC1)=O)CCC1=CC=CC=C1)=O)CC(C)C)=O)CC1=CC=CC=C1)=O)CC(C)C)=O)(C)O ((4S,7S,10S,13S,15R)-10-Benzyl-15-hydroxy-7,13-diisobutyl-15-methyl-1-morpholino-2,5,8,11,14-pentaoxo-4-phenethyl-3,6,9,12-tetraazahexadecan-16-yl 3-(prop-2-yn-1-ylcarbamoyl)benzenesulfonate), C(C#C)OC1=CC(=C(C(=C1)C)S(=O)(=O)Cl)C (4-(propargyloxy)-2,6-dimethylbenzene-1-sulfonyl chloride), OC[C@@](C([C@H](CC(C)C)NC([C@H](CC1=CC=CC=C1)NC([C@H](CC(C)C)NC([C@H](CCC1=CC=CC=C1)NC(CN1CCOCC1)=O)=O)=O)=O)=O)(C)O ((S)—N—((S)-1-(((2R,4S)-1,2-dihydroxy-2,6-dimethyl-3-oxoheptan-4-yl)amino)-1-oxo-3-phenylpropan-2-yl)-4-methyl-2-((S)-2-(2-morpholinoacetamido)-4-phenylbutanamido)pentanamide). Product: CC1=C(C(=CC(=C1)OCC#C)C)S(=O)(=O)OCC(C([C@@H](NC([C@@H](NC([C@@H](NC([C@@H](NC(CN1CCOCC1)=O)CCC1=CC=CC=C1)=O)CC(C)C)=O)CC1=CC=CC=C1)=O)CC(C)C)=O)(C)O ((4S,7S,10S,13S)-10-Benzyl-15-hydroxy-7,13-diisobutyl-15-methyl-1-morpholino-2,5,8,11,14-pentaoxo-4-phenethyl-3,6,9,12-tetraazahexadecan-16-yl 2,6-dimethyl-4-(prop-2-yn-1-yloxy)benzenesulfonate). Reaction SMILES: C(NC(C1C=C(S([O:16][CH2:17][C@:18]([OH:68])([CH3:67])[C:19](=[O:66])[C@H:20]([CH2:62][CH:63]([CH3:65])[CH3:64])[NH:21][C:22](=[O:61])[C@H:23]([CH2:54][C:55]2[CH:60]=[CH:59][CH:58]=[CH:57][CH:56]=2)[NH:24][C:25](=[O:53])[C@H:26]([CH2:49][CH:50]([CH3:52])[CH3:51])[NH:27][C:28](=[O:48])[C@H:29]([CH2:40][CH2:41][C:42]2[CH:47]=[CH:46][CH:45]=[CH:44][CH:43]=2)[NH:30][C:31](=[O:39])[CH2:32][N:33]2[CH2:38][CH2:37][O:36][CH2:35][CH2:34]2)(=O)=O)C=CC=1)=O)C#C.[CH2:69]([O:72][C:73]1[CH:78]=[C:77]([CH3:79])[C:76]([S:80](Cl)(=[O:82])=[O:81])=[C:75]([CH3:84])[CH:74]=1)[C:70]#[CH:71].OC[C@](O)(C)C(=O)[C@@H](NC(=O)[C@@H](NC(=O)[C@@H](NC(=O)[C@@H](NC(=O)CN1CCOCC1)CCC1C=CC=CC=1)CC(C)C)CC1C=CC=CC=1)CC(C)C>>[CH3:79][C:77]1[CH:78]=[C:73]([O:72][CH2:69][C:70]#[CH:71])[CH:74]=[C:75]([CH3:84])[C:76]=1[S:80]([O:16][CH2:17][C:18]([OH:68])([CH3:67])[C:19](=[O:66])[C@H:20]([CH2:62][CH:63]([CH3:64])[CH3:65])[NH:21][C:22](=[O:61])[C@H:23]([CH2:54][C:55]1[CH:60]=[CH:59][CH:58]=[CH:57][CH:56]=1)[NH:24][C:25](=[O:53])[C@H:26]([CH2:49][CH:50]([CH3:52])[CH3:51])[NH:27][C:28](=[O:48])[C@H:29]([CH2:40][CH2:41][C:42]1[CH:47]=[CH:46][CH:45]=[CH:44][CH:43]=1)[NH:30][C:31](=[O:39])[CH2:32][N:33]1[CH2:38][CH2:37][O:36][CH2:35][CH2:34]1)(=[O:82])=[O:81]. Procedure: Prepared in a similar manner to compound 13, except from 4-(propargyloxy)-2,6-dimethylbenzene-1-sulfonyl chloride and (S)—N—((S)-1-(((2R,4S)-1,2-dihydroxy-2,6-dimethyl-3-oxoheptan-4-yl)amino)-1-oxo-3-phenylpropan-2-yl)-4-methyl-2-((S)-2-(2-morpholinoacetamido)-4-phenylbutanamido)pentanamide. Starting materials: C=C, CO, COC(=O)C(NC(=O)OCCBr)C(C)C, [Co], [Li], c1ccc2c(c1)-c1nc-2nc2[nH]c(nc3nc(nc4[nH]c(n1)c1ccccc41)-c1ccccc1-3)c1ccccc21. Yields the product COC(=O)C(N)C(C)C. As a reaction SMILES: [CH2:16]=[CH2:17].[CH3:18][OH:19].[CH3:1][O:2][C:3]([CH:4]([NH:5][C:6]([O:7][CH2:8][CH2:9][Br:10])=[O:11])[CH:12]([CH3:13])[CH3:14])=[O:15].[Co:20].[Li:21].[cH:22]1[cH:23][c:24]2[c:25]([cH:60][cH:61]1)-[c:26]1[n:27][c:28]3[c:29]4[c:30]([c:31]([nH:32]3)[n:33][c:34]3[n:38][c:37]([n:39][c:40]5[c:41]6[c:42]([c:43]([nH:44]5)[n:45][c:46]-2[n:47]1)[cH:48][cH:49][cH:50][cH:51]6)-[c:36]1[c:35]-3[cH:55][cH:54][cH:53][cH:52]1)[cH:56][cH:57][cH:58][cH:59]4>>[CH3:1][O:2][C:3]([CH:4]([NH2:5])[CH:12]([CH3:13])[CH3:14])=[O:15].